This data is from the Open Reaction Database (ORD), a public repository of structured organic reaction records. The task is: describe an organic reaction: reactants, conditions, products, and yield Reactants: C(=O)(O)CCSC1=CC=CS1 (5-(2-carboxyethylthio)thiophene), [H-].[Al+3].[Li+].[H-].[H-].[H-] (lithium aluminum hydride), [O-]S(=O)(=O)[O-].[Na+].[Na+] (Na2SO4). Solvent: C1CCOC1 (THF), C1CCOC1 (THF). Reaction conditions: temperature 0 celsius. Product: OCCCSC=1SC=CC1 (2-(3-Hydroxypropylthio)thiophene). Yield: 95.8%. Reaction SMILES: [H-].[Al+3].[Li+].[H-].[H-].[H-].[C:7]([CH2:10][CH2:11][S:12][C:13]1[S:17][CH:16]=[CH:15][CH:14]=1)(O)=[O:8].[O-]S([O-])(=O)=O.[Na+].[Na+]>C1COCC1>[OH:8][CH2:7][CH2:10][CH2:11][S:12][C:13]1[S:17][CH:16]=[CH:15][CH:14]=1 |f:0.1.2.3.4.5,7.8.9|. Procedure: To a suspension of lithium aluminum hydride (20.1 g, 0.53 mol) in THF (125 ml), cooled to 0° C. was added a solution of 5-(2-carboxyethylthio)thiophene (25.0 g, 0.13 mol) in THF (125 ml) dropwise. The mixture was refluxed for 2 hours, cooled to 0° C. and saturated Na2SO4 was added dropwise. The solid was filtered, washed with CHCl3 and the filtrate was concentrated. Water was added to the residue and extracted with CHCl3. Drying and solvent evaporation gave an oily, product (21.7 g, 96%).